describe an organic reaction: reactants, conditions, products, and yield From a dataset of the Open Reaction Database (ORD), a public repository of structured organic reaction records. Starting materials: Cl(=O)[O-].[Na+] (sodium chlorite), Cl[O-].[Na+] (sodium hypochlorite), crude oil, OP(=O)([O-])[O-].[Na+].[Na+] (sodium phosphate dibasic), OP(=O)(O)[O-].[Na+] (sodium phosphate monobasic), CC1=NC=C(C(=N1)C)OC[C@@]1([C@@H](C1)CO)C1=CC(=CC=C1)F (((1R,2S)-2-(((2,4-dimethylpyrimidin-5-yl)oxy)methyl)-2-(3-fluorophenyl)-cyclopropyl) methanol), Cl (hydrochloric acid), [OH-].[Na+] (sodium hydroxide), S(=S)(=O)([O-])[O-].[Na+].[Na+] (sodium thiosulfate). The reagents and catalysts are CC1(CCCC(N1[O])(C)C)C (2,2,6,6-tetramethylpiperidine 1-oxyl). The solvent is C(C)#N (acetonitrile), O (water), O (water), C1(=CC=CC=C1)C (toluene), O (water). Run at temperature 0 celsius, time 2 hour. The product is CC1=NC=C(C(=N1)C)OC[C@@]1([C@@H](C1)C(=O)O)C1=CC(=CC=C1)F ((1R,2S)-2-(((2,4-dimethylpyrimidin-5-yl)oxy)methyl)-2-(3-fluorophenyl)cyclopropane-carboxylic acid). The yield is 572.5%. Reaction SMILES: [CH3:1][C:2]1[N:7]=[C:6]([CH3:8])[C:5]([O:9][CH2:10][C@@:11]2([C:16]3[CH:21]=[CH:20][CH:19]=[C:18]([F:22])[CH:17]=3)[CH2:13][C@H:12]2[CH2:14][OH:15])=[CH:4][N:3]=1.[OH:23]P([O-])([O-])=O.[Na+].[Na+].OP([O-])(O)=O.[Na+].Cl[O-].[Na+].Cl.Cl([O-])=O.[Na+].S([O-])([O-])(=O)=S.[Na+].[Na+].[OH-].[Na+]>C1(C)C=CC=CC=1.O.C(#N)C.CC1(C)N([O])C(C)(C)CCC1>[CH3:1][C:2]1[N:7]=[C:6]([CH3:8])[C:5]([O:9][CH2:10][C@@:11]2([C:16]3[CH:21]=[CH:20][CH:19]=[C:18]([F:22])[CH:17]=3)[CH2:13][C@H:12]2[C:14]([OH:23])=[O:15])=[CH:4][N:3]=1 |f:1.2.3,4.5,6.7,9.10,11.12.13,14.15,^1:67|. Procedure: ((1R,2S)-2-(((2,4-dimethylpyrimidin-5-yl)oxy)methyl)-2-(3-fluorophenyl)cyclopropyl)methanol (11, 87.5 g, 290 mmol, 1.0 equiv.) was dissolved in toluene (390 mL) To the mixture was added pH 7 buffer (107 g, prepared from 4.46 g of sodium phosphate dibasic and 7.79 g of sodium phosphate monobasic in 94.4 mL of water) and 2,2,6,6-tetramethylpiperidine 1-oxyl (TEMPO) (0.93 g, 5.9 mmol, 0.02 equiv.). The mixture was cooled to 0° C. and sodium hypochlorite solution (5% active chlorine, 383 mL, 304 mmo... Starting materials: ClCCl, O=S(=O)(O)C(F)(F)F, COc1ccc(CN2C(=O)C(N)c3ccccc3-c3ccccc32)cc1, [Na+], O=C([O-])O, O=C(O)C(F)(F)F. The product is NC1C(=O)Nc2ccccc2-c2ccccc21. As a reaction SMILES: [Cl:47][CH2:48][Cl:49].[F:34][C:35]([F:36])([F:37])[S:38]([OH:39])(=[O:40])=[O:41].[NH2:1][CH:2]1[c:3]2[c:4]([cH:23][cH:24][cH:25][cH:26]2)-[c:5]2[c:6]([cH:19][cH:20][cH:21][cH:22]2)[N:7]([CH2:10][c:11]2[cH:12][cH:13][c:14]([O:15][CH3:16])[cH:17][cH:18]2)[C:8]1=[O:9].[Na+:46].[O-:42][C:43]([OH:44])=[O:45].[OH:27][C:28]([C:29]([F:30])([F:31])[F:32])=[O:33]>>[NH2:1][CH:2]1[c:3]2[c:4]([cH:23][cH:24][cH:25][cH:26]2)-[c:5]2[c:6]([cH:19][cH:20][cH:21][cH:22]2)[NH:7][C:8]1=[O:9]. Reactants: OCCBr, Cc1cc(Nc2nccc(C(F)(F)F)n2)cc(-c2cnc(-c3cn[nH]c3)s2)c1, [H-], [Na+], CN(C)C=O. Yields the product Cc1cc(Nc2nccc(C(F)(F)F)n2)cc(-c2cnc(-c3cnn(CCO)c3)s2)c1. Reaction SMILES: [Br:31][CH2:32][CH2:33][OH:34].[CH3:1][c:2]1[cH:3][c:4]([NH:18][c:19]2[n:20][cH:21][cH:22][c:23]([C:25]([F:26])([F:27])[F:28])[n:24]2)[cH:5][c:6](-[c:8]2[cH:9][n:10][c:11](-[c:13]3[cH:14][n:15][nH:16][cH:17]3)[s:12]2)[cH:7]1.[H-:30].[Na+:29].[O:35]=[CH:36][N:37]([CH3:38])[CH3:39]>>[CH3:1][c:2]1[cH:3][c:4]([NH:18][c:19]2[n:20][cH:21][cH:22][c:23]([C:25]([F:26])([F:27])[F:28])[n:24]2)[cH:5][c:6](-[c:8]2[cH:9][n:10][c:11](-[c:13]3[cH:14][n:15]([CH2:32][CH2:33][OH:34])[n:16][cH:17]3)[s:12]2)[cH:7]1. Reactants: CP(OCC)(=O)C1=C(C=CC(=C1)Cl)[N+](=O)[O-] (ethyl P-methyl-2-nitro-5-chlorophenylphosphinate), C(C)S (ethanethiol), [OH-].[Na+] (sodium hydroxide). Run in CS(=O)C (dimethylsulfoxide), O (water), O (water). Yields the product CP(O)(=O)C1=C(C=CC(=C1)SCC)[N+](=O)[O-] (P-methyl-2-nitro-5-ethylthiophenylphosphinic acid). RXN SMILES: [CH3:1][P:2]([C:7]1[CH:12]=[C:11](Cl)[CH:10]=[CH:9][C:8]=1[N+:14]([O-:16])=[O:15])(=[O:6])[O:3]CC.[CH2:17]([SH:19])[CH3:18].[OH-].[Na+]>CS(C)=O.O>[CH3:1][P:2]([C:7]1[CH:12]=[C:11]([S:19][CH2:17][CH3:18])[CH:10]=[CH:9][C:8]=1[N+:14]([O-:16])=[O:15])(=[O:6])[OH:3] |f:2.3|. Procedure: To a solution of ethyl P-methyl-2-nitro-5-chlorophenylphosphinate (20.0 mmol) and ethanethiol (60.0 mmol) in dimethylsulfoxide (20 ml) is added a solution of sodium hydroxide (40.0 mmol) in 1 ml of water. The mixture is warmed to 60° overnight, after which it is poured into water and extracted with ether. The aqueous solution is acidified, extracted with methylene chloride, dried and evaporated to give P-methyl-2-nitro-5-ethylthiophenylphosphinic acid, which is then treated with diazomethane in ... Starting materials: C(C)OC(CC(N)=N)=O (amidinoacetic acid ethyl ester), COC1=NC=NC(=C1C=O)OC (4,6-dimethoxypyrimidin-5-aldehyde), C1(CC(CCC1)=O)=O (cyclohexane-1,3-dione). Solvent: C(C)O (ethanol). Product: C(C)OC(=O)C1=C(NC=2CCCC(C2C1C=1C(=NC=NC1OC)OC)=O)N (2-amino-4-(4,6-dimethoxypyrimid-5-yl)-1,4,5,6,7,8-hexahydro-5oxoquinoline-3-carboxylic acid ethyl ester), alcohol. Isolated yield 65.0%. RXN SMILES: [CH3:1][O:2][C:3]1[C:8]([CH:9]=O)=[C:7]([O:11][CH3:12])[N:6]=[CH:5][N:4]=1.[C:13]1(=[O:20])[CH2:18][CH2:17][CH2:16][C:15](=O)[CH2:14]1.[CH2:21]([O:23][C:24](=[O:29])[CH2:25][C:26](=[NH:28])[NH2:27])[CH3:22]>C(O)C>[CH2:21]([O:23][C:24]([C:25]1[CH:9]([C:8]2[C:7]([O:11][CH3:12])=[N:6][CH:5]=[N:4][C:3]=2[O:2][CH3:1])[C:14]2[C:13](=[O:20])[CH2:18][CH2:17][CH2:16][C:15]=2[NH:27][C:26]=1[NH2:28])=[O:29])[CH3:22]. Procedure details: Upon boiling a solution of 5.7 g of 4,6-dimethoxypyrimidin-5-aldehyde, 3.8 g of cyclohexane-1,3-dione and 4.4 g of amidinoacetic acid ethyl ester in 80 ml of ethanol for 8 hours, 2-amino-4-(4,6-dimethoxypyrimid-5-yl)-1,4,5,6,7,8-hexahydro-5oxoquinoline-3-carboxylic acid ethyl ester of melting point 273°C (alcohol) is obtained. Starting materials: CC1(C(N(C(N1CCCCCCCCCS(=O)CCCC(C(F)(F)F)(F)F)=O)C1=CC(=C(C=C1)[N+](=O)[O-])C(F)(F)F)=O)C (5,5-dimethyl-3-[4-nitro-3-(trifluoromethyl)phenyl]-1-{9-[(4,4,5,5,5-pentafluoropentyl)sulphinyl]nonyl}imidazolidine-2,4-dione), CC1(C(N(C(N1CCCCCCCCCCSCCCC(C(F)(F)F)(F)F)=O)C1=CC(=C(C=C1)[N+](=O)[O-])C(F)(F)F)=O)C (5,5-dimethyl-3-[4-nitro-3-(trifluoromethyl)phenyl]-1-{10-[(4,4,5,5,5-pentafluoropentyl)thio]decyl}imidazolidine-2,4-dione). Product: CC1(C(N(C(N1CCCCCCCCCCS(=O)CCCC(C(F)(F)F)(F)F)=O)C1=CC(=C(C=C1)[N+](=O)[O-])C(F)(F)F)=O)C (5,5-dimethyl-3-[4-nitro-3-(trifluoromethyl)phenyl]-1-{10-[(4,4,5,5,5-pentafluoropentyl)sulphinyl]decyl}imidazolidine-2,4-dione). The yield is 74.0%. Reaction SMILES: CC1(C)N(CCCCCCCCCS(CCCC(F)(F)C(F)(F)F)=[O:17])C(=O)N(C2C=CC([N+]([O-])=O)=C(C(F)(F)F)C=2)C1=O.[CH3:44][C:45]1([CH3:86])[N:49]([CH2:50][CH2:51][CH2:52][CH2:53][CH2:54][CH2:55][CH2:56][CH2:57][CH2:58][CH2:59][S:60][CH2:61][CH2:62][CH2:63][C:64]([F:70])([F:69])[C:65]([F:68])([F:67])[F:66])[C:48](=[O:71])[N:47]([C:72]2[CH:77]=[CH:76][C:75]([N+:78]([O-:80])=[O:79])=[C:74]([C:81]([F:84])([F:83])[F:82])[CH:73]=2)[C:46]1=[O:85]>>[CH3:44][C:45]1([CH3:86])[N:49]([CH2:50][CH2:51][CH2:52][CH2:53][CH2:54][CH2:55][CH2:56][CH2:57][CH2:58][CH2:59][S:60]([CH2:61][CH2:62][CH2:63][C:64]([F:69])([F:70])[C:65]([F:68])([F:67])[F:66])=[O:17])[C:48](=[O:71])[N:47]([C:72]2[CH:77]=[CH:76][C:75]([N+:78]([O-:80])=[O:79])=[C:74]([C:81]([F:83])([F:84])[F:82])[CH:73]=2)[C:46]1=[O:85]. Procedure: The experimental protocol used is the same as that described for the synthesis of the compound of Example 2, the compound of Example 8 replacing the compound of Example 1. The expected compound is obtained in the form of a pale yellow oil with a yield of 74% (71 mg). The reactants are C(Cl)Cl (DCM), C(C)(=O)Cl (acetyl chloride), CCN(C(C)C)C(C)C (DIEA), C(C)OC(=O)N1C2CC(CC1CC2)N2CCC(CC2)NC2=NC(=NC(=C2)C)C (3-[4-(2,6-Dimethyl-pyrimidin-4-ylamino)piperidin-1-yl]-8-aza-bicyclo[3.2.1]octane-8-carboxylic acid ethyl ester), C(Cl)Cl (DCM). Conditions: temperature 80 celsius, time 14 hour. Yields the product C(C)OC(=O)N1C2CC(CC1CC2)N2CCC(CC2)N(C2=NC(=NC(=C2)C)Cl)C(C)=O (3-{4-[Acetyl-(2-chloro-6-methyl-pyrimidin-4-yl)-amino]-piperidin-1-yl}-8-aza-bicyclo[3.2.1]octane-8-carboxylic acid ethyl ester). RXN SMILES: [CH2:1]([O:3][C:4]([N:6]1[CH:11]2[CH2:12][CH2:13][CH:7]1[CH2:8][CH:9]([N:14]1[CH2:19][CH2:18][CH:17]([NH:20][C:21]3[CH:26]=[C:25]([CH3:27])[N:24]=[C:23](C)[N:22]=3)[CH2:16][CH2:15]1)[CH2:10]2)=[O:5])[CH3:2].[C:29](Cl)(=[O:31])[CH3:30].CCN(C(C)C)C(C)C.C(Cl)[Cl:43]>>[CH2:1]([O:3][C:4]([N:6]1[CH:7]2[CH2:13][CH2:12][CH:11]1[CH2:10][CH:9]([N:14]1[CH2:15][CH2:16][CH:17]([N:20]([C:29](=[O:31])[CH3:30])[C:21]3[CH:26]=[C:25]([CH3:27])[N:24]=[C:23]([Cl:43])[N:22]=3)[CH2:18][CH2:19]1)[CH2:8]2)=[O:5])[CH3:2]. Procedure: 3-[4-(2,6-Dimethyl-pyrimidin-4-ylamino)piperidin-1-yl]-8-aza-bicyclo[3.2.1]octane-8-carboxylic acid ethyl ester (20 mg; 0.05 mmol; 1 eq.) was dissolved in DCM (3 mL) and acetyl chloride (9.5 mg; 2.5 eq.) and DIEA (9.5 mg; 1.5 eq.) was added and the reaction was stirred overnight (approx. 14 hours) at 80° C. under N2. The solution was diluted with DCM (10 mL) and washed with saturated NaHCO3 (2×20 mL). The organic layer was dried over Na2SO4, filtered, and concentrated under high vacuum to provid... The reactants are ClC1=C(C=CC(=C1)Cl)S (2,4-dichlorothiophenol), ClC=1C=C(C=O)C=CC1F (3-chloro-4fluoro-benzaldehyde), NCCCCCCO (6-amino-1-hexanol), BrC1=C(C=CC=C1)S (2-bromothiophenol), ClC1=C(C=O)C=CC=C1 (2-chlorobenzaldehyde), OCC1NCCCC1 (2-hydroxymethylpiperidine). Product: BrC1=C(C=CC=C1)SC1=C(C=C(C=C1)\C=C\C(=O)N1C(CCCC1)CO)Cl ((2-Bromophenyl)[2-chloro-4-(E-((2-(hydroxymethyl)piperidin-1-yl)carbonyl)ethenyl)phenyl]sulfide). RXN SMILES: [Cl:1][C:2]1[CH:7]=[C:6](Cl)[CH:5]=[CH:4][C:3]=1[SH:9].[Br:10][C:11]1[CH:16]=[CH:15][CH:14]=[CH:13][C:12]=1S.Cl[C:19]1C=CC=C[C:20]=1[CH:21]=[O:22].ClC1C=C(C=CC=1F)C=O.[NH2:37][CH2:38][CH2:39][CH2:40][CH2:41][CH2:42][CH2:43][OH:44].OCC1CCCCN1>>[Br:10][C:11]1[CH:16]=[CH:15][CH:14]=[CH:13][C:12]=1[S:9][C:3]1[CH:4]=[CH:5][C:6](/[CH:19]=[CH:20]/[C:21]([N:37]2[CH2:38][CH2:39][CH2:40][CH2:41][CH:42]2[CH2:43][OH:44])=[O:22])=[CH:7][C:2]=1[Cl:1]. Reported procedure: The title compound was prepared by the procedures described in Example 1 substituting 2,4-dichlorothiophenol with 2-bromothiophenol, 2-chlorobenzaldehyde with 3-chloro-4fluoro-benzaldehyde, and 6-amino-1-hexanol with 2-hydroxymethylpiperidine. 1H NMR (DMSO-d6, 300 MHz) δ 8.03 (m, 1H), 7.79 (d, J=7.8 Hz, 1H), 7.61 (m, 1H), 7.30-7.45 (m, 4H), 7.23 (m, 1H), 7.07 (m, 1H), 4.79 (m, 2H), 4.61 (m, 2H), 4.10 (m, 1H), 1.50 (m, 6H). HRMS calculated for C21H21N1O2S1Br1Cl1: 466.0243. Observed: 466.0247.